This data is from the Open Reaction Database (ORD), a public repository of structured organic reaction records. The task is: describe an organic reaction: reactants, conditions, products, and yield Reactants: [H][H] (hydrogen), OC1=C(C(C=CC2=CC=C(C=C2)OC)=O)C=CC(=C1CC=C(C)C)OC (2'-hydroxy-4,4'-dimethoxy-3'-(3-methyl-2-butenyl) chalcone). Reagents/catalysts: [C].[Pd] (palladiumcarbon). Run in C(C)(=O)OCC (ethyl acetate). Conditions: time 5 hour. Product: OC1=C(C=CC(=C1CCC(C)C)OC)C(CCC1=CC=C(C=C1)OC)=O (1-(2-hydroxy-3-isopentyl-4-methoxyphenyl)-3-(4-methoxyphenyl)-1-propanone). Yield: 98.9%. Reaction SMILES: [H][H].[OH:3][C:4]1[C:21]([CH2:22][CH:23]=[C:24]([CH3:26])[CH3:25])=[C:20]([O:27][CH3:28])[CH:19]=[CH:18][C:5]=1[C:6](=[O:17])[CH:7]=[CH:8][C:9]1[CH:14]=[CH:13][C:12]([O:15][CH3:16])=[CH:11][CH:10]=1>[C].[Pd].C(OCC)(=O)C>[OH:3][C:4]1[C:21]([CH2:22][CH2:23][CH:24]([CH3:26])[CH3:25])=[C:20]([O:27][CH3:28])[CH:19]=[CH:18][C:5]=1[C:6](=[O:17])[CH2:7][CH2:8][C:9]1[CH:10]=[CH:11][C:12]([O:15][CH3:16])=[CH:13][CH:14]=1 |f:2.3|. Procedure: To 20 ml of an ethyl acetate suspension of 0.3 g of 5% palladiumcarbon, in which hydrogen had been adsorbed in advance, was added 1.0 g of the so-obtained 2'-hydroxy-4,4'-dimethoxy-3'-(3-methyl-2-butenyl) chalcone, and the mixture was stirred at room temperature for 5 hours and hydrogen was absorbed. After the reaction, the suspension was filtered to remove the palladium-carbon, and removal of the solvent by distillation gave 1.0 g (yield=98.7%) of 1-(2-hydroxy-3-isopentyl-4-methoxyphenyl)-3-(4-... Starting materials: NC1CN2CCC1CC2 (3-aminoquinuclidine), CN1CCOCC1 (N-methylmorpholine), ClC=1C=C(C2=C(N(C(C(O2)CC)=O)C)C1)C(=O)Cl (6-chloro-2-ethyl-3,4-dihydro-4-methyl-3-oxo-2H-1,4-benzoxazine-8-carboxylic acid chloride). The solvent is C(Cl)(Cl)Cl (chloroform). Product: Cl.ClC=1C=C(C2=C(N(C(C(O2)CC)=O)C)C1)C(=O)NC1CN2CCC1CC2 (6-chloro-2-ethyl-3,4-dihydro-4-methyl-3-oxo-N-(3-quinuclidinyl)-2H-1,4-benzoxazine-8-carboxamide hydrochloride). Reaction SMILES: [NH2:1][CH:2]1[CH:7]2[CH2:8][CH2:9][N:4]([CH2:5][CH2:6]2)[CH2:3]1.CN1CCOCC1.[Cl:17][C:18]1[CH:19]=[C:20]([C:32](Cl)=[O:33])[C:21]2[O:26][CH:25]([CH2:27][CH3:28])[C:24](=[O:29])[N:23]([CH3:30])[C:22]=2[CH:31]=1>C(Cl)(Cl)Cl>[ClH:17].[Cl:17][C:18]1[CH:19]=[C:20]([C:32]([NH:1][CH:2]2[CH:7]3[CH2:8][CH2:9][N:4]([CH2:5][CH2:6]3)[CH2:3]2)=[O:33])[C:21]2[O:26][CH:25]([CH2:27][CH3:28])[C:24](=[O:29])[N:23]([CH3:30])[C:22]=2[CH:31]=1 |f:4.5|. Procedure: To a solution of 2.43 g of 3-aminoquinuclidine and 2.5 g of N-methylmorpholine in 50 ml of chloroform is added 5.2 g of 6-chloro-2-ethyl-3,4-dihydro-4-methyl-3-oxo-2H-1,4-benzoxazine-8-carboxylic acid chloride under cooling and stirring followed by stirring for 2 hours. The resultant solution is washed with water, aqueous sodium hydrogen carbonate and then water, and dried over magnesium sulfate. After the solvent is distilled off under reduced pressure, the residue is recrystallized from ethano...